This data is from the Open Reaction Database (ORD), a public repository of structured organic reaction records. The task is: describe an organic reaction: reactants, conditions, products, and yield Yields the product C(C)(C)(C)NS(=O)(=O)C1=CC(=CC=C1)C1=CC=C2C=NC(=NN21)NC2=CC1=C(N=C(N1)CO)C=C2 (N-tert-Butyl-3-[2-(2-hydroxymethyl-3H-benzoimidazol-5-ylamino)-pyrrolo[2,1-f][1,2,4]triazin-7-yl]-benzenesulfonamide), foam. RXN SMILES: [C:1]([NH:5][S:6]([C:9]1[CH:14]=[CH:13][CH:12]=[C:11]([C:15]2[N:23]3[C:18]([CH:19]=[N:20][C:21](O)=[N:22]3)=[CH:17][CH:16]=2)[CH:10]=1)(=[O:8])=[O:7])([CH3:4])([CH3:3])[CH3:2].[NH2:25][C:26]1[CH:27]=[CH:28][C:29]2[N:33]=[C:32]([CH2:34][OH:35])[NH:31][C:30]=2[CH:36]=1.C1(N)C(F)=C(F)C(F)=C(N)C=1F.Cl.Cl>>[C:1]([NH:5][S:6]([C:9]1[CH:14]=[CH:13][CH:12]=[C:11]([C:15]2[N:23]3[C:18]([CH:19]=[N:20][C:21]([NH:25][C:26]4[CH:27]=[CH:28][C:29]5[N:33]=[C:32]([CH2:34][OH:35])[NH:31][C:30]=5[CH:36]=4)=[N:22]3)=[CH:17][CH:16]=2)[CH:10]=1)(=[O:8])=[O:7])([CH3:4])([CH3:2])[CH3:3] |f:2.3.4|. The yield is 26.0%. Procedure: N-tert-Butyl-3-[2-(2-hydroxymethyl-3H-benzoimidazol-5-ylamino)-pyrrolo[2,1-f][1,2,4]triazin-7-yl]-benzenesulfonamide was prepared from N-tert-butyl-3-(2-hydroxy-pyrrolo[2,1-f][1,2,4]triazin-7-yl)-benzenesulfonamide and (6-amino-1H-benzoimidazol-2-yl)-methanol; dihydrochloride in an analogous manner to Example 1052a. Product isolated as a yellow foam (37 mg, 26%). LCMS (m/e) 492 (M+H); 1H-NMR (CDCl3, 400 MHz) δ 10.71 (bs, 1H), 9.00 (s, 1H), 8.68 (s, 1H), 8.17 (s, 1H), 7.90 (d, 1H, J=7.8 Hz), 7.83... Reactants: C1(=C(C(=C(C(=C1F)F)F)N)F)N.Cl.Cl (dihydrochloride), C(C)(C)(C)NS(=O)(=O)C1=CC(=CC=C1)C1=CC=C2C=NC(=NN21)O (N-tert-butyl-3-(2-hydroxy-pyrrolo[2,1-f][1,2,4]triazin-7-yl)-benzenesulfonamide), NC=1C=CC2=C(NC(=N2)CO)C1 ((6-amino-1H-benzoimidazol-2-yl)-methanol).